From a dataset of the Open Reaction Database (ORD), a public repository of structured organic reaction records. describe an organic reaction: reactants, conditions, products, and yield The reactants are C(CCC)N1CN(C(C=C1C)(C)C)C (1-butyl 3,4,4,6-tetramethyl 1,2,3,4-tetrahydropyrimidine), [Na] (sodium). Run in C(C)O (ethanol). Run at time 18 hour. Product: C(CCC)N1CN(C(CC1C)(C)C)C (1-butyl 3,4,4,6-tetramethyl hexahydropyrimidine). The yield is 95.3%. RXN SMILES: [CH2:1]([N:5]1[C:10]([CH3:11])=[CH:9][C:8]([CH3:13])([CH3:12])[N:7]([CH3:14])[CH2:6]1)[CH2:2][CH2:3][CH3:4].[Na]>C(O)C>[CH2:1]([N:5]1[CH:10]([CH3:11])[CH2:9][C:8]([CH3:12])([CH3:13])[N:7]([CH3:14])[CH2:6]1)[CH2:2][CH2:3][CH3:4] |^1:14|. Procedure details: To a mixture of 40 grams of 1-butyl 3,4,4,6-tetramethyl 1,2,3,4-tetrahydropyrimidine prepared as described in example 7, and 177 grams of absolute ethanol was added over a 1/2 hour period 4.7 grams of sodium hydribodorate. The reaction mixture was stirred for 18 hours and the ethanol evaporated under diminished pressure. To the resulting product was added water and stirring was continued for 24 hours. The organic layer was separated, dissolved in ether, and the ethereal solution washed with dimi...